This data is from the Open Reaction Database (ORD), a public repository of structured organic reaction records. The task is: describe an organic reaction: reactants, conditions, products, and yield Starting materials: C(C)(=O)C1SCC(C1=O)C (2-acetyl-3-keto-4-methyl-4,5-dihydrothiophene), S(=O)(=O)(Cl)Cl (sulphuryl chloride), Cl (HCl), S(=O)(=O)(Cl)Cl.C(Cl)Cl (sulphuryl chloride methylene chloride). The solvent is C(Cl)Cl (methylene chloride), C(Cl)Cl (methylene chloride), O (water). Reaction conditions: time 30 minute. The product is C(C)(=O)C=1SC=C(C1O)C (2-acetyl-3-hydroxy-4-methylthiophene). As a reaction SMILES: [C:1]([CH:4]1[C:8](=[O:9])[CH:7]([CH3:10])[CH2:6][S:5]1)(=[O:3])[CH3:2].S(Cl)(Cl)(=O)=O.S(Cl)(Cl)(=O)=O.C(Cl)Cl.Cl>C(Cl)Cl.O>[C:1]([C:4]1[S:5][CH:6]=[C:7]([CH3:10])[C:8]=1[OH:9])(=[O:3])[CH3:2] |f:2.3|. Reported procedure: 36.0 g (0.227 mol) of 2-acetyl-3-keto-4-methyl-4,5-dihydrothiophene are initially introduced into 260 ml of methylene chloride 21.9 ml of sulphuryl chloride in 260 ml of methylene chloride are then added dropwise at 0° C. While the sulphuryl chloride/methylene chloride mixture is added dropwise, a stream of nitrogen is passed into the solution to expel the HCl gas which is formed. When the addition is complete, stirring is continued for 30 minutes at 10°-15° C. The mixture is then introduced int... Starting materials: O=C([O-])[O-], C1CCOC1, CO, CS(=O)(=O)Cl, Cl, [K+], [K+], CS(=O)(=O)c1ncc(S(C)(=O)=O)c(S(C)(=O)=O)n1, c1cncnc1. The product is CS(=O)(=O)c1ccnc(S(C)(=O)=O)n1. RXN SMILES: [C:30](=[O:31])([O-:32])[O-:33].[CH2:37]1[O:38][CH2:39][CH2:40][CH2:41]1.[CH3:42][OH:43].[CH3:7][S:8](=[O:9])(=[O:10])[Cl:11].[ClH:36].[K+:34].[K+:35].[S:12]([CH3:13])(=[O:14])(=[O:15])[c:16]1[c:17]([S:26](=[O:27])(=[O:28])[CH3:29])[n:18][c:19]([S:22](=[O:23])(=[O:24])[CH3:25])[n:20][cH:21]1.[cH:1]1[cH:2][n:3][cH:4][n:5][cH:6]1>>[cH:16]1[c:17]([S:26](=[O:27])(=[O:28])[CH3:29])[n:18][c:19]([S:22](=[O:23])(=[O:24])[CH3:25])[n:20][cH:21]1. Run at time 3 hour. Procedure: Concentrated aqueous ammonia (5 ml) was added to a solution of 4-(5-acetoxy-4-chloro-2-fluoroanilino)-6-methoxy-7-(2-methoxyethoxy)quinazoline (180 mg, 0.4 mmol) in methanol (50 ml). The mixture was stirred at ambient temperature for 3 hours, and then diluted with water. Most of the methanol was removed by evaporation and the resulting precipitate collected by filtration, washed with water and dried to give 4-(4-chloro-2-fluoro-5-hydroxyanilino)-6-methoxy-7-(2-methoxyethoxy)quinazoline (73 mg, 4... Isolated yield 46.3%. The product is ClC1=CC(=C(NC2=NC=NC3=CC(=C(C=C23)OC)OCCOC)C=C1O)F (4-(4-chloro-2-fluoro-5-hydroxyanilino)-6-methoxy-7-(2-methoxyethoxy)quinazoline). As a reaction SMILES: N.C([O:5][C:6]1[C:7]([Cl:31])=[CH:8][C:9]([F:30])=[C:10]([CH:29]=1)[NH:11][C:12]1[C:21]2[C:16](=[CH:17][C:18]([O:24][CH2:25][CH2:26][O:27][CH3:28])=[C:19]([O:22][CH3:23])[CH:20]=2)[N:15]=[CH:14][N:13]=1)(=O)C>CO.O>[Cl:31][C:7]1[C:6]([OH:5])=[CH:29][C:10]([NH:11][C:12]2[C:21]3[C:16](=[CH:17][C:18]([O:24][CH2:25][CH2:26][O:27][CH3:28])=[C:19]([O:22][CH3:23])[CH:20]=3)[N:15]=[CH:14][N:13]=2)=[C:9]([F:30])[CH:8]=1. The reactants are N (ammonia), C(C)(=O)OC=1C(=CC(=C(NC2=NC=NC3=CC(=C(C=C23)OC)OCCOC)C1)F)Cl (4-(5-acetoxy-4-chloro-2-fluoroanilino)-6-methoxy-7-(2-methoxyethoxy)quinazoline). Solvent: CO (methanol), O (water). The reactants are O (Water), Cl.COC(=O)C1(CCCCCC1)N (1-amino-cycloheptanecarboxylic acid methyl ester hydrochloride), [B-](F)(F)(F)F.CCOC(=O)C(=NOC(=[N+](C)C)N(C)C)C#N (TOTU), C(C)(=O)OC=1C=C(C(=O)O)C=CC1OC (3-Acetoxy-4-methoxy-benzoic acid). The solvent is CN(C)C=O (DMF). Reaction conditions: time 1 hour. The product is COC(=O)C1(CCCCCC1)NC(C1=CC(=C(C=C1)OC)OC(C)=O)=O (1-(3-Acetoxy-4-methoxy-benzoylamino)-cycloheptanecarboxylic acid methyl ester). Yield: 73.5%. RXN SMILES: [C:1]([O:4][C:5]1[CH:6]=[C:7]([CH:11]=[CH:12][C:13]=1[O:14][CH3:15])[C:8]([OH:10])=O)(=[O:3])[CH3:2].Cl.[CH3:17][O:18][C:19]([C:21]1([NH2:28])[CH2:27][CH2:26][CH2:25][CH2:24][CH2:23][CH2:22]1)=[O:20].[B-](F)(F)(F)F.CCOC(C(C#N)=NOC(N(C)C)=[N+](C)C)=O.O>CN(C=O)C>[CH3:17][O:18][C:19]([C:21]1([NH:28][C:8](=[O:10])[C:7]2[CH:11]=[CH:12][C:13]([O:14][CH3:15])=[C:5]([O:4][C:1](=[O:3])[CH3:2])[CH:6]=2)[CH2:22][CH2:23][CH2:24][CH2:25][CH2:26][CH2:27]1)=[O:20] |f:1.2,3.4|. Procedure details: 3-Acetoxy-4-methoxy-benzoic acid (7.10 g, 33.8 mmol) was dissolved in DMF (70 ml). The solution was cooled in an ice bath and 1-amino-cycloheptanecarboxylic acid methyl ester hydrochloride (7.72 g, 37.2 mmol), EDIA (24.4 ml, 135 mmol) and TOTU (16.6 g, 50.7 mmol) were added sequentially. Stirring was continued at room temperature for 1 h. Water was added and stirring was continued for 1 h. The solid material which formed was collected by filtration, washed with water and dried in vacuo. The obta... Conditions: time 1.5 hour. Run in O1CCCC1 (tetrahydrofuran), O1CCCC1 (tetrahydrofuran). The reactants are 32, C[Si](C)(C)[NH-].C[Si](C)(C)[NH-].[Li+].[Li+] (lithium bis(trimethylsilylamide)), CN1C(CCC1)=O (1-methyl-2-pyrrolidinone), C(C)(=O)C=1C=C2C(N=C(NC2=CC1)CCCC)=O (6-acetyl-2-butyl-4(1H)quinazolinone), [Cl-].[NH4+] (ammonium chloride), [Cl-].[Ce+3].[Cl-].[Cl-] (cerium chloride). Yields the product C(CCC)C=1NC2=CC=C(C=C2C(N1)=O)C(C)(C1C(N(CC1)C)=O)O (2-Butyl-6-[1-hydroxy-1-(1-methyl-2-oxo-3-pyrrolidinyl)ethyl]-4(1H)-quinazolinone). As a reaction SMILES: C[Si]([NH-])(C)C.C[Si]([NH-])(C)C.[Li+].[Li+].[Cl-].[Ce+3].[Cl-].[Cl-].[C:17]([C:20]1[CH:21]=[C:22]2[C:27](=[CH:28][CH:29]=1)[NH:26][C:25]([CH2:30][CH2:31][CH2:32][CH3:33])=[N:24][C:23]2=[O:34])(=[O:19])[CH3:18].[Cl-].[NH4+].[CH3:37][N:38]1[CH2:42][CH2:41][CH2:40][C:39]1=[O:43]>O1CCCC1>[CH2:30]([C:25]1[NH:26][C:27]2[C:22]([C:23](=[O:34])[N:24]=1)=[CH:21][C:20]([C:17]([OH:19])([CH:40]1[CH2:41][CH2:42][N:38]([CH3:37])[C:39]1=[O:43])[CH3:18])=[CH:29][CH:28]=2)[CH2:31][CH2:32][CH3:33] |f:0.1.2.3,4.5.6.7,9.10|. Procedure details: To a stirred solution of 3.14 ml of 1-methyl-2-pyrrolidinone in 120 ml of dry tetrahydrofuran at -78° C. is added dropwise 32 8 ml of lithium bis(trimethylsilylamide)(1.0M in tetrahydrofuran followed by stirring for 1.5 hours. To the reaction mixture is added portionwise 8.07 g of cerium chloride and the mixture stirred for 1 hour at -70° C. To the mixture is added portionwise 2.0 g of 6-acetyl-2-butyl-4(1H)quinazolinone and the mixture stirred 5 hours at -70° C. The mixture is allowed to warm t... Reactants: COC=1C=C2C(=NC=NC2=CC1OC)OC1=CC=C(N)C=C1 (4-[(6,7-Dimethoxy-4-quinazolinyl)oxy]aniline), S(=O)(Cl)Cl (thionyl chloride), COC1=C(C=CC=C1)CCC(=O)O (3-(2-methoxyphenyl)propanoic acid), COC1=C(C=CC=C1)CCC(=O)N=C=S (3-(2-methoxyphenyl)propanoyl isothiocyanate), C1(=CC=CC=C1)CCCC(=O)Cl (4-phenylbutanoyl chloride). Solvent: C1(=CC=CC=C1)C (toluene), C(C)O (ethanol), C1(=CC=CC=C1)C (Toluene), C(C)O (ethanol). Run at temperature 100 celsius, time 2 hour. Yields the product COC=1C=C2C(=NC=NC2=CC1OC)OC1=CC=C(C=C1)NC(=S)NC(CCC1=C(C=CC=C1)OC)=O (N-{4-[(6,7-Dimethoxy-4-quinazolinyl)oxy]phenyl}-N′-[3-(2-methoxyphenyl)propanoyl]thiourea). Yield: 43.0%. Reaction SMILES: S(Cl)(Cl)=O.COC1C=CC=CC=1CCC(O)=O.C1(CCCC(Cl)=O)C=CC=CC=1.[CH3:30][O:31][C:32]1[CH:33]=[C:34]2[C:39](=[CH:40][C:41]=1[O:42][CH3:43])[N:38]=[CH:37][N:36]=[C:35]2[O:44][C:45]1[CH:51]=[CH:50][C:48]([NH2:49])=[CH:47][CH:46]=1.[CH3:52][O:53][C:54]1[CH:59]=[CH:58][CH:57]=[CH:56][C:55]=1[CH2:60][CH2:61][C:62]([N:64]=[C:65]=[S:66])=[O:63]>C1(C)C=CC=CC=1.C(O)C>[CH3:30][O:31][C:32]1[CH:33]=[C:34]2[C:39](=[CH:40][C:41]=1[O:42][CH3:43])[N:38]=[CH:37][N:36]=[C:35]2[O:44][C:45]1[CH:51]=[CH:50][C:48]([NH:49][C:65]([NH:64][C:62](=[O:63])[CH2:61][CH2:60][C:55]2[CH:56]=[CH:57][CH:58]=[CH:59][C:54]=2[O:53][CH3:52])=[S:66])=[CH:47][CH:46]=1. Reported procedure: Toluene (20 ml) and thionyl chloride (1 ml) were added to commercially available 3-(2-methoxyphenyl)propanoic acid (80 mg), and the mixture was heated at 100° C. for one hr. The solvent was removed by distillation, and 3-(2-methoxyphenyl)propanoyl isothiocyanate was prepared using the resultant 4-phenylbutanoyl chloride as a starting compound according to the description of the literature. 4-[(6,7-Dimethoxy-4-quinazolinyl)oxy]aniline (50 mg) was dissolved in toluene (5 ml) and ethanol (1 ml) to ...